From a dataset of the Open Reaction Database (ORD), a public repository of structured organic reaction records. describe an organic reaction: reactants, conditions, products, and yield The reactants are NC=1SC2=C(N1)C=CC(=C2)OC(F)(F)F (2-amino-6-trifluoromethoxybenzothiazole), C(C=C)Br (allyl bromide). The solvent is C(C)O (ethanol). Conditions: temperature 0 celsius. Yields the product Br.C(C=C)N1C(SC2=C1C=CC(=C2)OC(F)(F)F)=N (3-Allyl-2-imino-6-trifluoromethoxybenzothiazoline hydrobromide). Yield: 28.1%. Reaction SMILES: [NH2:1][C:2]1[S:3][C:4]2[CH:10]=[C:9]([O:11][C:12]([F:15])([F:14])[F:13])[CH:8]=[CH:7][C:5]=2[N:6]=1.[CH2:16]([Br:19])[CH:17]=[CH2:18]>C(O)C>[BrH:19].[CH2:18]([N:6]1[C:5]2[CH:7]=[CH:8][C:9]([O:11][C:12]([F:15])([F:13])[F:14])=[CH:10][C:4]=2[S:3][C:2]1=[NH:1])[CH:17]=[CH2:16] |f:3.4|. Reported procedure: The procedure is as in Example 15, starting with 2-amino-6-trifluoromethoxybenzothiazole (9.4 g) and allyl bromide (9.6 g) in absolute ethanol (30 cc). The mixture is heated for 48 hours to boiling. After cooling of the mixture to 0° C., the precipitate is filtered off, washed with ethyl ether (200 cc) and recrystallized in boiling 2-propanol (70 cc). 3-Allyl-2-imino-6-trifluoromethoxybenzothiazoline hydrobromide (4 g), m.p. 225° C., is obtained.